Dataset: the Open Reaction Database (ORD), a public repository of structured organic reaction records. Task: describe an organic reaction: reactants, conditions, products, and yield Yields the product C(=O)N1CCN=C(C2=C1C=CC(=C2)Cl)C2=CC=CC=C2 (1-formyl-5-phenyl-7-chloro-2,3-dihydro-1H-1,4-benzodiazepine). Reaction SMILES: Cl.[NH2:2][CH2:3][CH2:4][N:5]1[C:13]2[C:8](=[CH:9][C:10]([Cl:14])=[CH:11][CH:12]=2)[C:7]([C:15]2[CH:20]=[CH:19][CH:18]=[CH:17][CH:16]=2)=[CH:6]1.C(O)(=[O:23])C>O>[CH:6]([N:5]1[C:13]2[CH:12]=[CH:11][C:10]([Cl:14])=[CH:9][C:8]=2[C:7]([C:15]2[CH:20]=[CH:19][CH:18]=[CH:17][CH:16]=2)=[N:2][CH2:3][CH2:4]1)=[O:23] |f:0.1|. Run in O (water). Conditions: temperature 20 celsius, time 16 hour. The reactants are Cl.NCCN1C=C(C2=CC(=CC=C12)Cl)C1=CC=CC=C1 (1-(2'-aminoethyl)-3-phenyl-5-chloro-indole hydrochloride), C(C)(=O)O (acetic acid), chromic anhydride. Reported procedure: To a suspension of 2.7 g. of 1-(2'-aminoethyl)-3-phenyl-5-chloro-indole hydrochloride in 30 ml. of acetic acid is added a solution of 2.7 g. of chromic anhydride in 3 ml. of water at 10°-15° C. The reaction mixture is stirred for 16 hours at 20° C. The reaction mixture is poured into 500 ml. of water and neutralized to pH 7-8 with ammonia water and extracted with chloroform. The chloroform layer is washed with water and dried over sodium sulfate. The solvent is removed by distillation to an oily... The reactants are N1=CC(=CC=C1)N=C=O (3-pyridyl isocyanate), C1(=CC=CC=C1)C=1C=C2CCNC2=CC1 (5-Phenyl Indoline). Yields the product C1(=CC=CC=C1)C=1C=C2CCN(C2=CC1)C(NC=1C=NC=CC1)=O (5-Phenyl-1-(3-pyridylcarbamoyl)indoline). RXN SMILES: [N:1]1[CH:6]=[CH:5][CH:4]=[C:3]([N:7]=[C:8]=[O:9])[CH:2]=1.[C:10]1([C:16]2[CH:17]=[C:18]3[C:22](=[CH:23][CH:24]=2)[NH:21][CH2:20][CH2:19]3)[CH:15]=[CH:14][CH:13]=[CH:12][CH:11]=1>>[C:10]1([C:16]2[CH:17]=[C:18]3[C:22](=[CH:23][CH:24]=2)[N:21]([C:8](=[O:9])[NH:7][C:3]2[CH:2]=[N:1][CH:6]=[CH:5][CH:4]=2)[CH2:20][CH2:19]3)[CH:11]=[CH:12][CH:13]=[CH:14][CH:15]=1. Procedure details: The title compound was prepared as in the method of (Example 2) from 3-pyridyl isocyanate and 5-phenylindoline (D30) to give (E15) (0.73 g, 52%) m.p. 241°-2° C. Starting materials: C12C(CC(C=C1)C2)C(=O)C(C(=O)O)C(=O)O (5-norbornene-2-carbonyl malonic acid), C12C(CC(C=C1)CC2)C=O (bicyclo[2,2,2]oct-5-ene-2-carboxaldehyde), O1CCCC1 (tetrahydrofuran). Conditions: time 1 hour. The product is C12C(CC(C=C1)CC2)C(C(=O)O)(C(=O)O)CO (bicyclo[2,2,2]oct-5-ene-2-yl hydroxymethylmalonic acid). The yield is 120.8%. Reaction SMILES: [CH:1]12C[CH:4]([CH:5]=[CH:6]1)[CH2:3][CH:2]2[C:8]([CH:10]([C:14]([OH:16])=[O:15])[C:11]([OH:13])=[O:12])=O.C12CCC(C=C1)CC2[CH:25]=[O:26].O1CCC[CH2:28]1>>[CH:2]12[CH2:1][CH2:6][CH:5]([CH:4]=[CH:3]1)[CH2:28][CH:8]2[C:10]([CH2:25][OH:26])([C:14]([OH:16])=[O:15])[C:11]([OH:13])=[O:12]. Reported procedure: To a solution containing sodium malonate (17.0 g) of Example 7 in dry tetrahydrofuran (100 g), bicyclo[2,2,2]oct-5-ene-2-carboxaldehyde (13.6 g) obtained in Preparation Example 5 is slowly added, and the reaction is carried out at −20° C. in a nitrogen atmosphere for 1 hour, and then at 50° C. for 10 hours. Then, the reaction mixture is worked up as in the procedure of Example 1, to obtain 22 g of the pure title compound (purity: 99%, yield: 92%). Reactants: C1(=CC=CC=C1)CCCCC(=O)O (5-phenylvaleric acid), S(=O)(Cl)Cl (thionyl chloride), CN(C=O)C (N,N-dimethylformamide). The solvent is C(Cl)Cl (methylene chloride). The product is C1(=CC=CC=C1)CCCCC(=O)Cl (5-phenylvaleric acid chloride). RXN SMILES: [C:1]1([CH2:7][CH2:8][CH2:9][CH2:10][C:11]([OH:13])=O)[CH:6]=[CH:5][CH:4]=[CH:3][CH:2]=1.S(Cl)([Cl:16])=O.CN(C)C=O>C(Cl)Cl>[C:1]1([CH2:7][CH2:8][CH2:9][CH2:10][C:11]([Cl:16])=[O:13])[CH:6]=[CH:5][CH:4]=[CH:3][CH:2]=1. Reported procedure: In 2.3 ml of methylene chloride was added 0.470 g of 5-phenylvaleric acid, to which were added at ambient temperature 0.287 ml of thionyl chloride and 0.020 ml of N,N-dimethylformamide. After a reaction at the same temperature as above for 4 hours, the reaction mixture was concentrated under reduced pressure, 5.0 ml of toluene was added and the resulting mixture was further concentrated under reduced pressure. Thus, 0.510 g of 5-phenylvaleric acid chloride was obtained as a light yellow oily pro... Reactants: [K] (potassium), C(C1=CC=CC=C1)(=S)O (thiobenzoic acid), ClCSC#N (chloromethyl thiocyanate). Solvent: CO (methanol). Reaction conditions: time 30 minute. The product is ClCOC(C1=CC=CC=C1)=S (thiobenzoic acid chloromethyl ester). RXN SMILES: [K].[C:2]([OH:10])(=[S:9])[C:3]1[CH:8]=[CH:7][CH:6]=[CH:5][CH:4]=1.[Cl:11][CH2:12]SC#N>CO>[Cl:11][CH2:12][O:10][C:2](=[S:9])[C:3]1[CH:8]=[CH:7][CH:6]=[CH:5][CH:4]=1 |^1:0|. Reported procedure: 28 g (0.16 mol) of the potassium salt of thiobenzoic acid were dissolved in 550 ml of methanol, and 17 g (0.16 mol) of chloromethyl thiocyanate were added dropwise at -5°. After slowly warming the reaction mixture to room temperature, it was subsequently stirred at 40° for a further 30 minutes and concentrated, the residue was extracted by shaking with water/ethylene chloride, the organic phase was concentrated and the oily residue was freed from chloromethyl thiocyanate residues by heating to 8... Reactants: C1CN1, Cc1cc(C)c(S(=O)(=O)N2CC2C(F)(F)F)c(C)c1, [H-], [H][H], [Na+], CN(C)C=O, c1ccc(-c2c[nH]c3ccccc23)cc1. Yields the product Cc1cc(C)c(S(=O)(=O)NC(Cn2cc(-c3ccccc3)c3ccccc32)C(F)(F)F)c(C)c1. As a reaction SMILES: [CH2:39]1[NH:40][CH2:41]1.[F:20][C:21]([CH:22]1[N:23]([S:25](=[O:26])(=[O:27])[c:28]2[c:29]([CH3:36])[cH:30][c:31]([CH3:35])[cH:32][c:33]2[CH3:34])[CH2:24]1)([F:37])[F:38].[H-:16].[H:18][H:19].[Na+:17].[O:42]=[CH:43][N:44]([CH3:45])[CH3:46].[c:1]1(-[c:7]2[cH:8][nH:9][c:10]3[cH:11][cH:12][cH:13][cH:14][c:15]23)[cH:2][cH:3][cH:4][cH:5][cH:6]1>>[c:1]1(-[c:7]2[cH:8][n:9]([CH2:24][CH:22]([C:21]([F:20])([F:37])[F:38])[NH:23][S:25](=[O:26])(=[O:27])[c:28]3[c:29]([CH3:36])[cH:30][c:31]([CH3:35])[cH:32][c:33]3[CH3:34])[c:10]3[cH:11][cH:12][cH:13][cH:14][c:15]23)[cH:2][cH:3][cH:4][cH:5][cH:6]1. The reactants are CC[N+](CC)(CC)CC, CN(C)c1ccccc1, CC#N, [Cl-], CCOC(=O)c1c(C)nc(SC)nc1O, O=P(Cl)(Cl)Cl. Product: CCOC(=O)c1c(C)nc(SC)nc1Cl. RXN SMILES: [CH2:31]([N+:32]([CH2:33][CH3:34])([CH2:35][CH3:36])[CH2:37][CH3:38])[CH3:39].[CH3:16][N:17]([c:18]1[cH:19][cH:20][cH:21][cH:22][cH:23]1)[CH3:24].[CH3:40][C:41]#[N:42].[Cl-:30].[OH:1][c:2]1[n:3][c:4]([S:14][CH3:15])[n:5][c:6]([CH3:13])[c:7]1[C:8](=[O:9])[O:10][CH2:11][CH3:12].[P:25]([Cl:26])([Cl:27])([Cl:28])=[O:29]>>[c:2]1([Cl:27])[n:3][c:4]([S:14][CH3:15])[n:5][c:6]([CH3:13])[c:7]1[C:8](=[O:9])[O:10][CH2:11][CH3:12].